describe an organic reaction: reactants, conditions, products, and yield From a dataset of the Open Reaction Database (ORD), a public repository of structured organic reaction records. Starting materials: BrC=1C(=C(C(=C(C1)[N+](=O)[O-])F)CNC(=O)OC(C)(C)C)Cl (5-bromo-3-(t-butoxycarbonylaminomethyl)-4-chloro-2-fluoronitrobenzene), C(C)O (ethanol), O1CCCC1 (tetrahydrofuran), [H-].[Na+] (sodium hydride). The solvent is CCOCC (ether), O (water). Reaction conditions: temperature 0 celsius, time 2 hour. The product is BrC=1C(=C(C(=C(C1)[N+](=O)[O-])OCC)CNC(=O)OC(C)(C)C)Cl (5-bromo-3-(t-butoxycarbonylaminomethyl)-4-chloro-2-ethoxynitrobenzene). Isolated yield 92.0%. As a reaction SMILES: [Br:1][C:2]1[C:3]([Cl:21])=[C:4]([CH2:12][NH:13][C:14]([O:16][C:17]([CH3:20])([CH3:19])[CH3:18])=[O:15])[C:5](F)=[C:6]([N+:8]([O-:10])=[O:9])[CH:7]=1.[CH2:22]([OH:24])[CH3:23].O1CCCC1.[H-].[Na+]>CCOCC.O>[Br:1][C:2]1[C:3]([Cl:21])=[C:4]([CH2:12][NH:13][C:14]([O:16][C:17]([CH3:20])([CH3:19])[CH3:18])=[O:15])[C:5]([O:24][CH2:22][CH3:23])=[C:6]([N+:8]([O-:10])=[O:9])[CH:7]=1 |f:3.4|. Reported procedure: To a mixture of the compound (200 mg) obtained in Example 519c, ethanol (36 μl) and tetrahydrofuran (5 ml), sodium hydride (content, 60%; 25 mg) was added under ice cooling. The reaction mixture was stirred at 0° C. for 2 h and then water and ether were added. The organic layer was washed with water and a saturated aqueous sodium chloride solution sequentially, then dried with anhydrous sodium sulfate and concentrated under reduced pressure. The resulting residue was purified by silica gel colum... Starting materials: Cc1c(C(=O)O)[nH]c(C=C2C(=O)Nc3ccc(Cl)cc32)c1CCC(=O)O, Cl, [K+], [OH-], O, OCCO. Yields the product Cc1c[nH]c(C=C2C(=O)Nc3ccc(Cl)cc32)c1CCC(=O)O. As a reaction SMILES: [C:1](=[O:2])([OH:3])[CH2:4][CH2:5][c:6]1[c:7]([CH3:26])[c:8]([C:23]([OH:24])=[O:25])[nH:9][c:10]1[CH:11]=[C:12]1[C:13](=[O:22])[NH:14][c:15]2[cH:16][cH:17][c:18]([Cl:21])[cH:19][c:20]21.[ClH:30].[K+:28].[OH-:27].[OH2:29].[OH:31][CH2:32][CH2:33][OH:34]>>[C:1](=[O:2])([OH:3])[CH2:4][CH2:5][c:6]1[c:7]([CH3:26])[cH:8][nH:9][c:10]1[CH:11]=[C:12]1[C:13](=[O:22])[NH:14][c:15]2[cH:16][cH:17][c:18]([Cl:21])[cH:19][c:20]21. The reactants are FC1=CC=C(C=C1)N1C(C(C1=O)CCC(O)C1=CC=C(C=C1)F)C1=CC=C(C(=N)NO)C=C1 (4-{1-(4-Fluorophenyl)-3-[3-(4-fluorophenyl)-3-hydroxypropyl]-4-oxoazetidin-2-yl}-N-hydroxybenzamidine), S(=O)(=O)([O-])[O-].[Mg+2] (magnesium sulfate), [H][H] (hydrogen). The reagents and catalysts are [Ni] (Raney nickel). Solvent: O1CCCC1 (tetrahydrofuran), N (ammonia). The product is FC1=CC=C(C=C1)N1C(C(C1=O)CCC(O)C1=CC=C(C=C1)F)C1=CC=C(C(=N)N)C=C1 (4-{1-(4-Fluorophenyl)-3-[3-(4-fluorophenyl)-3-hydroxypropyl]-4-oxoazetidin-2-yl}benzamidine). RXN SMILES: [F:1][C:2]1[CH:7]=[CH:6][C:5]([N:8]2[C:11](=[O:12])[CH:10]([CH2:13][CH2:14][CH:15]([C:17]3[CH:22]=[CH:21][C:20]([F:23])=[CH:19][CH:18]=3)[OH:16])[CH:9]2[C:24]2[CH:33]=[CH:32][C:27]([C:28]([NH:30]O)=[NH:29])=[CH:26][CH:25]=2)=[CH:4][CH:3]=1.[H][H].S([O-])([O-])(=O)=O.[Mg+2]>O1CCCC1.N.[Ni]>[F:1][C:2]1[CH:3]=[CH:4][C:5]([N:8]2[C:11](=[O:12])[CH:10]([CH2:13][CH2:14][CH:15]([C:17]3[CH:22]=[CH:21][C:20]([F:23])=[CH:19][CH:18]=3)[OH:16])[CH:9]2[C:24]2[CH:33]=[CH:32][C:27]([C:28]([NH2:30])=[NH:29])=[CH:26][CH:25]=2)=[CH:6][CH:7]=1 |f:2.3|. Procedure details: 100 mg of 4-{1-(4-fluorophenyl)-3-[3-(4-fluorophenyl)-3-hydroxypropyl]-4-oxoazetidin-2-yl}-N-hydroxybenzamidine (3) were dissolved in 100 ml of tetrahydrofuran and, with 2 ml of conc. ammonia, hydrogenated over Raney nickel at a hydrogen pressure of 75 bar and 25° C. for 30 hours. After addition of magnesium sulfate, the reaction solution was filtered. The filtrate was concentrated and separated by HPLC (Knauer Eurospher-100-10-C18, water (0.1% trifluoroacetic acid)/acetonitrile (0.1% trifluoro-... Reactants: C(C)(C)(C)OC(=O)N1CCC(CC1)C1=C(C=C(C(=C1)OC(C)C)N)C (4-(4-Amino-5-isopropoxy-2-methyl-phenyl)-piperidine-1-carboxylic acid tert-butyl ester), ClC1=NC=C(C(=N1)NC1=C(C=CC=C1)S(=O)(=O)C(C)C)Cl ((2,5-dichloro-pyrimidin-4-yl)-[2-(propane-2-sulfonyl)-phenyl]-amine), ClC1=NC=C(C(=N1)NC1=C(C=CC=C1)S(=O)(=O)C(C)C)Cl ((2,5-dichloro-pyrimidin-4-yl)-[2-(propane-2-sulfonyl)-phenyl]-amine), CC1(C2=C(C(=CC=C2)P(C3=CC=CC=C3)C4=CC=CC=C4)OC5=C(C=CC=C51)P(C6=CC=CC=C6)C7=CC=CC=C7)C (xantphos), C(=O)([O-])[O-].[Cs+].[Cs+] (Cs2CO3). Reagents/catalysts: C(C)(=O)[O-].[Pd+2].C(C)(=O)[O-] (palladium acetate). Run in C1CCOC1 (THF). Conditions: temperature 150 celsius. Yields the product C(C)(C)(C)OC(=O)N1CCC(CC1)C1=C(C=C(C(=C1)OC(C)C)NC1=NC=C(C(=N1)NC1=C(C=CC=C1)S(=O)(=O)C(C)C)Cl)C (4-(4-{5-chloro-4-[2-(propane-2-sulfonyl)-phenylamino]-pyrimidin-2-ylamino}-5-isopropoxy-2-methyl-phenyl)-piperidine-1-carboxylic acid tert-butyl ester). Reaction SMILES: [C:1]([O:5][C:6]([N:8]1[CH2:13][CH2:12][CH:11]([C:14]2[CH:19]=[C:18]([O:20][CH:21]([CH3:23])[CH3:22])[C:17]([NH2:24])=[CH:16][C:15]=2[CH3:25])[CH2:10][CH2:9]1)=[O:7])([CH3:4])([CH3:3])[CH3:2].Cl[C:27]1[N:32]=[C:31]([NH:33][C:34]2[CH:39]=[CH:38][CH:37]=[CH:36][C:35]=2[S:40]([CH:43]([CH3:45])[CH3:44])(=[O:42])=[O:41])[C:30]([Cl:46])=[CH:29][N:28]=1.CC1(C)C2C(=C(P(C3C=CC=CC=3)C3C=CC=CC=3)C=CC=2)OC2C(P(C3C=CC=CC=3)C3C=CC=CC=3)=CC=CC1=2.C([O-])([O-])=O.[Cs+].[Cs+]>C1COCC1.C([O-])(=O)C.[Pd+2].C([O-])(=O)C>[C:1]([O:5][C:6]([N:8]1[CH2:9][CH2:10][CH:11]([C:14]2[CH:19]=[C:18]([O:20][CH:21]([CH3:22])[CH3:23])[C:17]([NH:24][C:27]3[N:32]=[C:31]([NH:33][C:34]4[CH:39]=[CH:38][CH:37]=[CH:36][C:35]=4[S:40]([CH:43]([CH3:44])[CH3:45])(=[O:42])=[O:41])[C:30]([Cl:46])=[CH:29][N:28]=3)=[CH:16][C:15]=2[CH3:25])[CH2:12][CH2:13]1)=[O:7])([CH3:3])([CH3:4])[CH3:2] |f:3.4.5,7.8.9|. Procedure details: 4-(4-Amino-5-isopropoxy-2-methyl-phenyl)-piperidine-1-carboxylic acid tert-butyl ester (170 mg, 0.488 mmol) from the previous step, (2,5-Dichloro-pyrimidin-4-yl)-[2-(propane-2-sulfonyl)-phenyl]-amine (Intermediate 2, 169 mg, 0.488 mmol, 1 equiv.), xantphos (28 mg, 0.049 mmol, 0.1 equiv.), palladium acetate (5.5 mg, 0.024 mmol, 0.05 equiv.), and Cs2CO3 (477 mg, 1.46 mmol, 3 equiv.) are dissolved in anhydrous THF (6 mL). N2 is bubbled through the reaction mixture for 5 minutes and then the reactio... Reaction conditions: temperature 0 celsius, time 30 minute. Procedure: A suspension of sodium hydride 60% suspension in mineral oil (51 mg, 1.28 mmol) in anhydrous tetrahydrofuran (3 ml) was cooled to 0° C. and treated with a solution of tert-butyl (3R)-6-cyclohexyl-3-[3-(hydroxymethyl)-1,2,4-oxadiazol-5-yl]hexanoate (Preparation 85) (105 mg, 0.30 mmol) in anhydrous tetrahydrofuran (3 ml) and stirred under a nitrogen atmosphere for 30 minutes. 2-Bromoacetamide (235 mg, 1.70 mmol) was added and the mixture was allowed to warm to room temperature and then heated at 4... RXN SMILES: [H-].[Na+].[CH:3]1([CH2:9][CH2:10][CH2:11][C@@H:12]([C:21]2[O:25][N:24]=[C:23]([CH2:26][OH:27])[N:22]=2)[CH2:13][C:14]([O:16][C:17]([CH3:20])([CH3:19])[CH3:18])=[O:15])[CH2:8][CH2:7][CH2:6][CH2:5][CH2:4]1.Br[CH2:29][C:30]([NH2:32])=[O:31]>O1CCCC1.C(OCC)(=O)C>[NH2:32][C:30](=[O:31])[CH2:29][O:27][CH2:26][C:23]1[N:22]=[C:21]([C@H:12]([CH2:11][CH2:10][CH2:9][CH:3]2[CH2:4][CH2:5][CH2:6][CH2:7][CH2:8]2)[CH2:13][C:14]([O:16][C:17]([CH3:20])([CH3:19])[CH3:18])=[O:15])[O:25][N:24]=1 |f:0.1|. Product: NC(COCC1=NOC(=N1)[C@@H](CC(=O)OC(C)(C)C)CCCC1CCCCC1)=O (tert-Butyl (3R)-3-{3-[(2-amino-2-oxoethoxy)methyl]-1,2,4-oxadiazol-5-yl}-6-cyclohexylhexanoate). Yield: 268.6%. Starting materials: C1(CCCCC1)CCC[C@H](CC(=O)OC(C)(C)C)C1=NC(=NO1)CO (tert-butyl (3R)-6-cyclohexyl-3-[3-(hydroxymethyl)-1,2,4-oxadiazol-5-yl]hexanoate), BrCC(=O)N (2-Bromoacetamide), [H-].[Na+] (sodium hydride), oil. Solvent: O1CCCC1 (tetrahydrofuran), C(C)(=O)OCC (ethyl acetate), O1CCCC1 (tetrahydrofuran). Reactants: CNS(=O)(=O)C1=CC=C2C(=CNC(C2=C1)=O)C(=O)O (7-[(Methylamino)sulfonyl]-1-oxo-1,2-dihydroisoquinoline-4-carboxylic acid), C1=CN(C=N1)C(=O)N2C=CN=C2 (N,N-carbonyldiimidazole), NC[C@H](CN1CCC(CC1)OC1=CC(=C(C=C1)Cl)Cl)O ((2R)-1-Amino-3-[4-(3,4-dichlorophenoxy)piperidin-1-yl]propan-2-ol), O (water). The solvent is CN(C=O)C (dimethyl formamide), CN(C=O)C (dimethyl formamide). Conditions: time 18 hour. Product: ClC=1C=C(OC2CCN(CC2)C[C@@H](CNC(=O)C2=CNC(C3=CC(=CC=C23)S(=O)(=O)NC)=O)O)C=CC1Cl (N-{(2R)-3-[4-(3,4-Dichlorophenoxy)piperidin-1-yl]-2-hydroxypropyl}-7-[(methylamino)sulfonyl]-1-oxo-1,2-dihydroisoquinoline-4-carboxamide). The yield is 14.9%. RXN SMILES: [CH3:1][NH:2][S:3]([C:6]1[CH:15]=[C:14]2[C:9]([C:10]([C:17]([OH:19])=O)=[CH:11][NH:12][C:13]2=[O:16])=[CH:8][CH:7]=1)(=[O:5])=[O:4].C1N=CN(C(N2C=NC=C2)=O)C=1.[NH2:32][CH2:33][C@@H:34]([OH:51])[CH2:35][N:36]1[CH2:41][CH2:40][CH:39]([O:42][C:43]2[CH:48]=[CH:47][C:46]([Cl:49])=[C:45]([Cl:50])[CH:44]=2)[CH2:38][CH2:37]1.O>CN(C)C=O>[Cl:50][C:45]1[CH:44]=[C:43]([CH:48]=[CH:47][C:46]=1[Cl:49])[O:42][CH:39]1[CH2:38][CH2:37][N:36]([CH2:35][C@H:34]([OH:51])[CH2:33][NH:32][C:17]([C:10]2[C:9]3[C:14](=[CH:15][C:6]([S:3]([NH:2][CH3:1])(=[O:4])=[O:5])=[CH:7][CH:8]=3)[C:13](=[O:16])[NH:12][CH:11]=2)=[O:19])[CH2:41][CH2:40]1. Procedure details: 7-[(Methylamino)sulfonyl]-1-oxo-1,2-dihydroisoquinoline-4-carboxylic acid (0.1 g) in dimethyl formamide (7 ml) was treated with N,N-carbonyldiimidazole (0.06 g) and the mixture was heated at 55° C. for 45 min. (2R)-1-Amino-3-[4-(3,4-dichlorophenoxy)piperidin-1-yl]propan-2-ol (0.11 g) in dimethyl formamide (1 ml) was added and the mixture was stirred at ambient temperature for 18 h. 1 Drop of water was added and the solvent was evaporated. Purification using revere phase HPLC (Symmetry C8 column)...